describe an organic reaction: reactants, conditions, products, and yield From a dataset of the Open Reaction Database (ORD), a public repository of structured organic reaction records. Reaction conditions: temperature 110 celsius, time 2 hour. Reported procedure: Methyl cis(±)-2-acetyl-4-(4-{[(benzyloxy)carbonyl]amino}-3-methoxypiperidin-1-yl)-4-oxobutanoate obtained in Example (188b) (1.1 g) was dissolved in toluene. Lawesson's reagent (660 mg) was added, and the mixture was stirred at 110° C. for two hours. Further, Lawesson's reagent (330 mg) was added, and the mixture was stirred at 110° C. for two hours. The reaction solution was concentrated under reduced pressure, and then the residue was purified by silica gel column chromatography (elution solve... Reaction SMILES: [C:1]([CH:4]([CH2:9][C:10]([N:12]1[CH2:17][CH2:16][C@H:15]([NH:18][C:19]([O:21][CH2:22][C:23]2[CH:28]=[CH:27][CH:26]=[CH:25][CH:24]=2)=[O:20])[C@H:14]([O:29][CH3:30])[CH2:13]1)=O)[C:5]([O:7][CH3:8])=[O:6])(=O)[CH3:2].COC1C=CC(P2(SP(C3C=CC(OC)=CC=3)(=S)S2)=[S:40])=CC=1>C1(C)C=CC=CC=1>[CH2:22]([O:21][C:19]([NH:18][C@H:15]1[CH2:16][CH2:17][N:12]([C:10]2[S:40][C:1]([CH3:2])=[C:4]([C:5]([O:7][CH3:8])=[O:6])[CH:9]=2)[CH2:13][C@H:14]1[O:29][CH3:30])=[O:20])[C:23]1[CH:28]=[CH:27][CH:26]=[CH:25][CH:24]=1. Yields the product C(C1=CC=CC=C1)OC(=O)N[C@@H]1[C@@H](CN(CC1)C1=CC(=C(S1)C)C(=O)OC)OC (Methyl cis(±)-5-(4-{[(benzyloxy)carbonyl]amino}-3-methoxypiperidin-1-yl)-2-methylthiophene-3-carboxylate). The solvent is C1(=CC=CC=C1)C (toluene). Yield: 7.3%. The reactants are COC=1C=CC(=CC1)P2(=S)SP(=S)(S2)C=3C=CC(=CC3)OC (Lawesson's reagent), C(C)(=O)C(C(=O)OC)CC(=O)N1C[C@H]([C@H](CC1)NC(=O)OCC1=CC=CC=C1)OC (Methyl cis(±)-2-acetyl-4-(4-{[(benzyloxy)carbonyl]amino}-3-methoxypiperidin-1-yl)-4-oxobutanoate), COC=1C=CC(=CC1)P2(=S)SP(=S)(S2)C=3C=CC(=CC3)OC (Lawesson's reagent). Procedure details: When an equivalent quantity of β-(2-thienyl)-L-alanyl-L-methionine benzyl ester hydrochloride is substituted for the L-tryptophyl-L-methionine benzyl ester hydrochloride of Example 7 and the procedure detailed therein substantially repeated, there is obtained N-t-butoxycarbonyl-L-tyrosylglycylglycyl β-(2-thienyl)-L-alanyl-L-methionine benzyl ester. Reactants: Cl.C(C1=CC=CC=C1)OC([C@@H](NC([C@@H](N)CC=1SC=CC1)=O)CCSC)=O (β-(2-thienyl)-L-alanyl-L-methionine benzyl ester hydrochloride), C(C1=CC=CC=C1)OC([C@@H](NC([C@@H](NC(CNC(CNC([C@@H](NC(=O)OC(C)(C)C)CC1=CC=C(C=C1)O)=O)=O)=O)CC1=CNC2=CC=CC=C12)=O)CCSC)=O (N-t-butoxycarbonyl-L-tyrosylglycylglycyl-L-tryptophyl-L-methionine benzyl ester). Reaction SMILES: Cl.[CH2:2]([O:9][C:10](=[O:27])[C@H:11]([CH2:23][CH2:24][S:25][CH3:26])[NH:12][C:13](=[O:22])[C@H:14]([CH2:16][C:17]1[S:18][CH:19]=[CH:20][CH:21]=1)[NH2:15])[C:3]1[CH:8]=[CH:7][CH:6]=[CH:5][CH:4]=1.C(OC(=O)[C@H](CCSC)NC(=O)[C@H](CC1C2C(=CC=CC=2)NC=1)N[C:42](=[O:68])[CH2:43][NH:44][C:45](=[O:67])[CH2:46][NH:47][C:48](=[O:66])[C@H:49]([CH2:58][C:59]1[CH:64]=[CH:63][C:62]([OH:65])=[CH:61][CH:60]=1)[NH:50][C:51]([O:53][C:54]([CH3:57])([CH3:56])[CH3:55])=[O:52])C1C=CC=CC=1>>[CH2:2]([O:9][C:10](=[O:27])[C@H:11]([CH2:23][CH2:24][S:25][CH3:26])[NH:12][C:13](=[O:22])[C@H:14]([CH2:16][C:17]1[S:18][CH:19]=[CH:20][CH:21]=1)[NH:15][C:42](=[O:68])[CH2:43][NH:44][C:45](=[O:67])[CH2:46][NH:47][C:48](=[O:66])[C@H:49]([CH2:58][C:59]1[CH:64]=[CH:63][C:62]([OH:65])=[CH:61][CH:60]=1)[NH:50][C:51]([O:53][C:54]([CH3:56])([CH3:57])[CH3:55])=[O:52])[C:3]1[CH:8]=[CH:7][CH:6]=[CH:5][CH:4]=1 |f:0.1|. Yields the product C(C1=CC=CC=C1)OC([C@@H](NC([C@@H](NC(CNC(CNC([C@@H](NC(=O)OC(C)(C)C)CC1=CC=C(C=C1)O)=O)=O)=O)CC=1SC=CC1)=O)CCSC)=O (N-t-butoxycarbonyl-L-tyrosylglycylglycyl β-(2-thienyl)-L-alanyl-L-methionine benzyl ester). Starting materials: N (ammonia), COC=1C=C(C=CC1)C1=NC2=C(N1)C=CC=C2C(=O)OC (methyl 2-(3′-methoxyphenyl)-1-H-benzimidazole-4-carboxylate). The product is COC=1C=C(C=CC1)C1=NC2=C(N1)C=CC=C2C(=O)N (2-(3′-Methoxyphenyl)-1-H-benzimidazole-4-carboxamide). Yield: 46.0%. Reaction SMILES: [NH3:1].[CH3:2][O:3][C:4]1[CH:5]=[C:6]([C:10]2[NH:14][C:13]3[CH:15]=[CH:16][CH:17]=[C:18]([C:19]([O:21]C)=O)[C:12]=3[N:11]=2)[CH:7]=[CH:8][CH:9]=1>>[CH3:2][O:3][C:4]1[CH:5]=[C:6]([C:10]2[NH:14][C:13]3[CH:15]=[CH:16][CH:17]=[C:18]([C:19]([NH2:1])=[O:21])[C:12]=3[N:11]=2)[CH:7]=[CH:8][CH:9]=1. Procedure: Following standard procedure C, a liquid ammonia solution of methyl 2-(3′-methoxyphenyl)-1-H-benzimidazole-4-carboxylate (203 mg, 0.596 mmol) was heated under constant volume. The solid residue was recrystallised from methanol to give the pure product (73.5 mg, 46%). mp 223-225° C.; Found C 67.52 H 4.91 N 15.62 C15H13N3O2 Requires C 67.42 H 4.87 N 15.73; vmax(cm−1) 3408.59, 3388.94, 3168.65, 1662.05, 1625.86, 1603.39; δH 3.99 (3H, s, OCH3), 7.22-7.27 (1H, d),7.43-7.51 (1H, t), 7.58-7.66 (1H, t),...